From a dataset of the Open Reaction Database (ORD), a public repository of structured organic reaction records. describe an organic reaction: reactants, conditions, products, and yield Starting materials: P(O)(O)(O)=O (phosphoric acid), S1C(=CC=C1)CC(=O)N[C@H]1[C@@H]2N(C(=C(CS2)COC(C2=C(C=CC=C2)S(NC(=O)OCC)(=O)=O)=O)C(=O)O)C1=O (7β-(Thienylacetamido)-3-[2-(N-carboethoxysulfamoyl)-benzoyloxy]methyl-3-cephem-4-carboxylic acid), [N-]=[N+]=[N-].[Na+] (sodium azide), C([O-])(O)=O.[Na+] (sodium bicarbonate). Run in P(=O)([O-])([O-])[O-] (phosphate). Conditions: temperature 60 celsius, time 1 hour. Product: S1C(=CC=C1)CC(=O)N[C@H]1[C@@H]2N(C(=C(CS2)CN=[N+]=[N-])C(=O)O)C1=O (7β-(thienylacetamido)-3-azidomethyl-3-cephem-4-carboxylic acid). RXN SMILES: [S:1]1[CH:5]=[CH:4][CH:3]=[C:2]1[CH2:6][C:7]([NH:9][C@@H:10]1[C:39](=[O:40])[N:12]2[C:13]([C:36]([OH:38])=[O:37])=[C:14]([CH2:17]OC(=O)C3C=CC=CC=3S(=O)(=O)NC(OCC)=O)[CH2:15][S:16][C@H:11]12)=[O:8].[N-:41]=[N+:42]=[N-:43].[Na+].C(=O)(O)[O-].[Na+].P(=O)(O)(O)O>P([O-])([O-])([O-])=O>[S:1]1[CH:5]=[CH:4][CH:3]=[C:2]1[CH2:6][C:7]([NH:9][C@@H:10]1[C:39](=[O:40])[N:12]2[C:13]([C:36]([OH:38])=[O:37])=[C:14]([CH2:17][N:41]=[N+:42]=[N-:43])[CH2:15][S:16][C@H:11]12)=[O:8] |f:1.2,3.4|. Procedure: 7β-(Thienylacetamido)-3-[2-(N-carboethoxysulfamoyl)-benzoyloxy]methyl-3-cephem-4-carboxylic acid-etherate (619 mg), sodium azide (100 mg) and sodium bicarbonate (84 mg) are dissolved in phosphate buffer solution (pH 6.4) (10 ml) and the mixture is stirred at 60° C. for one hour. After cooling, the reaction mixture is acidified by phosphoric acid and extracted with ethyl acetate. The ethyl acetate layer is dried and concentrated under reduced pressure. The residue is triturated with ether. The pr... Starting materials: CCO, Cl, N#CCc1cccc(I)c1, NO, [Na+], [Na+], O=C([O-])[O-], O. Product: N=C(Cc1cccc(I)c1)NO. As a reaction SMILES: [CH3:20][CH2:21][OH:22].[ClH:17].[I:7][c:8]1[cH:9][c:10]([CH2:14][C:15]#[N:16])[cH:11][cH:12][cH:13]1.[NH2:18][OH:19].[Na+:1].[Na+:2].[O-:3][C:4](=[O:5])[O-:6].[OH2:23]>>[I:7][c:8]1[cH:9][c:10]([CH2:14][C:15](=[NH:16])[NH:18][OH:19])[cH:11][cH:12][cH:13]1. Reactants: [OH-].[K+] (potassium hydroxide), C(C)(=O)Cl (acetyl chloride), ClC=1C=C2CCC(CC2=CC1)=O (6-chloro-3,4-dihydro-2(1H)-naphthalenone), Cl.ClCCCN (3-chloropropylamine hydrochloride). The solvent is O (water), C(C)N(CC)CC (triethylamine), C1(=CC=CC=C1)C (toluene), C1(=CC=CC=C1)C (toluene). Run at time 30 minute. Yields the product C(C)(=O)N1CCCC=2C3=C(CCC12)C=C(C=C3)Cl (4-acetyl-8-chloro-1,2,3,4,5,6-hexahydrobenzo[f]quinoline). RXN SMILES: [Cl:1][C:2]1[CH:3]=[C:4]2[C:9](=[CH:10][CH:11]=1)[CH2:8][C:7](=O)[CH2:6][CH2:5]2.[OH-].[K+].Cl.Cl[CH2:17][CH2:18][CH2:19][NH2:20].[C:21](Cl)(=[O:23])[CH3:22]>C1(C)C=CC=CC=1.C(N(CC)CC)C.O>[C:21]([N:20]1[C:7]2[CH2:6][CH2:5][C:4]3[CH:3]=[C:2]([Cl:1])[CH:11]=[CH:10][C:9]=3[C:8]=2[CH2:17][CH2:18][CH2:19]1)(=[O:23])[CH3:22] |f:1.2,3.4|. Procedure: 100 g (0.55 mol) of 6-chloro-3,4-dihydro-2(1H)-naphthalenone were dissolved in 2 l of toluene under argon, treated with 64.0 g of powdered potassium hydroxide, heated to boiling temperature, 165 g of 3-chloropropylamine hydrochloride were added portionwise thereto during 30 minutes and the mixture was boiled on a water separator until educt can no longer be detected in a thin-layer chromatogram. After cooling to room temperature the mixture was treated with 155 ml of triethylamine. The mixture w... As a reaction SMILES: [CH2:13]([OH:14])[CH3:15].[CH2:1]([CH2:2][CH2:3][CH2:4][CH2:5][CH3:6])[C:7]1=[CH:11][CH2:10][CH2:9][C:8]1=[O:12].[CH3:16][C:17](=[O:18])[OH:19].[K:20][C:21]#[N:22].[OH2:23]>>[CH2:1]([CH2:2][CH2:3][CH2:4][CH2:5][CH3:6])[CH:7]1[C:8](=[O:12])[CH2:9][CH2:10][CH:11]1[C:21]#[N:22]. Starting materials: CCO, CCCCCCC1=CCCC1=O, CC(=O)O, N#C[K], O. Yields the product CCCCCCC1C(=O)CCC1C#N. Starting materials: O=c1c2cccc(Cl)c2nc2[nH]c3ccccc3n12, CN(C)CCCl. Yields the product CN(C)CCn1c2ccccc2n2c(=O)c3cccc(Cl)c3nc12. Reaction SMILES: [Cl:1][c:2]1[cH:3][cH:4][cH:5][c:6]2[c:7](=[O:19])[n:8]3[c:9]([n:10][c:11]12)[nH:12][c:13]1[c:14]3[cH:15][cH:16][cH:17][cH:18]1.[Cl:20][CH2:21][CH2:22][N:23]([CH3:24])[CH3:25]>>[Cl:1][c:2]1[cH:3][cH:4][cH:5][c:6]2[c:7](=[O:19])[n:8]3[c:9]([n:10][c:11]12)[n:12]([CH2:21][CH2:22][N:23]([CH3:24])[CH3:25])[c:13]1[c:14]3[cH:15][cH:16][cH:17][cH:18]1. Reactants: BrC1=C(C=C(C#N)C=C1)OC (4-bromo-3-methoxybenzonitrile), FC(C1=CC=C(C=C1)B(O)O)(F)F (4-(trifluoromethyl)phenyl boronic acid), [F-].[K+] (potassium fluoride). The reagents and catalysts are C=1C=CC(=CC1)[P](C=2C=CC=CC2)(C=3C=CC=CC3)[Pd]([P](C=4C=CC=CC4)(C=5C=CC=CC5)C=6C=CC=CC6)([P](C=7C=CC=CC7)(C=8C=CC=CC8)C=9C=CC=CC9)[P](C=1C=CC=CC1)(C=1C=CC=CC1)C=1C=CC=CC1 (Pd(PPh3)4). Solvent: C1(=CC=CC=C1)C (toluene), O (water). Product: COC1=C(C=CC(=C1)C#N)C1=CC=C(C=C1)C(F)(F)F (2-methoxy-4′-(trifluoromethyl)biphenyl-4-carbonitrile). The yield is 94.8%. As a reaction SMILES: Br[C:2]1[CH:9]=[CH:8][C:5]([C:6]#[N:7])=[CH:4][C:3]=1[O:10][CH3:11].[F:12][C:13]([F:24])([F:23])[C:14]1[CH:19]=[CH:18][C:17](B(O)O)=[CH:16][CH:15]=1.[F-].[K+]>C1(C)C=CC=CC=1.O.C1C=CC([P]([Pd]([P](C2C=CC=CC=2)(C2C=CC=CC=2)C2C=CC=CC=2)([P](C2C=CC=CC=2)(C2C=CC=CC=2)C2C=CC=CC=2)[P](C2C=CC=CC=2)(C2C=CC=CC=2)C2C=CC=CC=2)(C2C=CC=CC=2)C2C=CC=CC=2)=CC=1>[CH3:11][O:10][C:3]1[CH:4]=[C:5]([C:6]#[N:7])[CH:8]=[CH:9][C:2]=1[C:17]1[CH:18]=[CH:19][C:14]([C:13]([F:24])([F:23])[F:12])=[CH:15][CH:16]=1 |f:2.3,^1:38,40,59,78|. Procedure details: A mixture of 4-bromo-3-methoxybenzonitrile (500 mg, 2.36 mmol), 4-(trifluoromethyl)phenyl boronic acid (671.9 mg, 3.54 mmol) and potassium fluoride (411 mg, 7.08 mmol) in toluene (11 mL) and water (3 mL) was purged with nitrogen. Pd(PPh3)4 (272.7 mg, 0.236 mmol) was added. The resulting mixture was heated at reflux overnight. The reaction mixture was washed with water (200 ml) and extracted with ethyl acetate (150 mL* 4). The combined organic extracts were dried over Na2SO4, filtered, and concen... The product is C(C)OC(=O)C1=CC2=C(S1)C=CC(=C2)C(CC)(CC)C2=CC(=C(C=C2)OCC(C(C)(C)C)=O)C (5-{1-[4-(3,3-Dimethyl-2-oxo-butoxy)-3-methyl-phenyl]-1-ethyl-propyl}-benzo[b]thiophene-2-carboxylic acid ethyl ester). Starting materials: C(C)OC(=O)C1=CC2=C(S1)C=CC(=C2)C(CC)(C2=CC(=C(C=C2)O)C)CC (5-[1-Ethyl-1-(4-hydroxy-3-methyl-phenyl)-propyl]-benzo[b]thiophene-2-carboxylic acid ethyl ester), BrCC(C(C)(C)C)=O (1-bromopinacolone), C(=O)([O-])[O-].[K+].[K+] (K2CO3). Reaction SMILES: [CH2:1]([O:3][C:4]([C:6]1[S:10][C:9]2[CH:11]=[CH:12][C:13]([C:15]([CH2:26][CH3:27])([C:18]3[CH:23]=[CH:22][C:21]([OH:24])=[C:20]([CH3:25])[CH:19]=3)[CH2:16][CH3:17])=[CH:14][C:8]=2[CH:7]=1)=[O:5])[CH3:2].Br[CH2:29][C:30](=[O:35])[C:31]([CH3:34])([CH3:33])[CH3:32].C([O-])([O-])=O.[K+].[K+]>CC(C)=O>[CH2:1]([O:3][C:4]([C:6]1[S:10][C:9]2[CH:11]=[CH:12][C:13]([C:15]([C:18]3[CH:23]=[CH:22][C:21]([O:24][CH2:29][C:30](=[O:35])[C:31]([CH3:34])([CH3:33])[CH3:32])=[C:20]([CH3:25])[CH:19]=3)([CH2:26][CH3:27])[CH2:16][CH3:17])=[CH:14][C:8]=2[CH:7]=1)=[O:5])[CH3:2] |f:2.3.4|. Reported procedure: 5-[1-Ethyl-1-(4-hydroxy-3-methyl-phenyl)-propyl]-benzo[b]thiophene-2-carboxylic acid ethyl ester (5.97 g, 15.6 mmol), 1-bromopinacolone (4.20 g, 23.4 mmol), and K2CO3 (6.46 g, 46.8 mmol) in acetone (100 mL) are reacted analogous to Example 1D to provide the title compound (7.10 g, 95%). Solvent: CC(=O)C (acetone). Isolated yield 94.7%. Reactants: C(C)OC=1C=C(C=CC1OCC)C1C(CC=CC1)=O (2-(3,4-diethoxyphenyl)cyclohex-4-enone), Cl (hydrochloric acid). The reagents and catalysts are [Pd] (palladium on carbon). The solvent is O1CCCC1 (tetrahydrofuran). Yields the product C(C)OC=1C=C(C=CC1OCC)C1C(CCCC1)=O (2-(3.4-diethoxyphenyl)cyclohexanone). RXN SMILES: [CH2:1]([O:3][C:4]1[CH:5]=[C:6]([CH:13]2[CH2:18][CH:17]=[CH:16][CH2:15][C:14]2=[O:19])[CH:7]=[CH:8][C:9]=1[O:10][CH2:11][CH3:12])[CH3:2].Cl>O1CCCC1.[Pd]>[CH2:1]([O:3][C:4]1[CH:5]=[C:6]([CH:13]2[CH2:18][CH2:17][CH2:16][CH2:15][C:14]2=[O:19])[CH:7]=[CH:8][C:9]=1[O:10][CH2:11][CH3:12])[CH3:2]. Reported procedure: 10.2 g of 2-(3,4-diethoxyphenyl)cyclohex-4-enone in 600 ml of tetrahydrofuran are admixed with 1.5 ml of conc. hydrochloric acid and 400 mg of 10% palladium on carbon and hydrogenated. The catalyst is filtered off, the solution is concentrated under reduced pressure and the residue is chromatographed over silica gel using a mixture of petroleum ether/ethyl acetate in a ratio of 2/1. Concentration of the appropriate eluate fractions gives 8.25 g (80.9% of Th.) of the title compound as an oil whic... Starting materials: Brc1cccnc1, c1ccc(CN2CCCC23CCNC3)cc1, Cc1ccccc1, CC(C)(C)[O-], [K+], O=C(C=Cc1ccccc1)C=Cc1ccccc1, O=C(C=Cc1ccccc1)C=Cc1ccccc1, O=C(C=Cc1ccccc1)C=Cc1ccccc1, O, [Pd], [Pd], C1=c2ccccc2=C(c2cccc3ccccc23)C(P(c2ccccc2)c2ccccc2)(P(c2ccccc2)c2ccccc2)C1. Yields the product c1ccc(CN2CCCC23CCN(c2cccnc2)C3)cc1. As a reaction SMILES: [Br:17][c:18]1[cH:19][n:20][cH:21][cH:22][cH:23]1.[CH2:1]([c:2]1[cH:3][cH:4][cH:5][cH:6][cH:7]1)[N:8]1[CH2:9][CH2:10][CH2:11][C:12]12[CH2:13][NH:14][CH2:15][CH2:16]2.[CH3:133][c:134]1[cH:135][cH:136][cH:137][cH:138][cH:139]1.[CH3:24][C:25]([CH3:26])([O-:27])[CH3:28].[K+:29].[O:114]=[C:115]([CH:116]=[CH:117][c:118]1[cH:119][cH:120][cH:121][cH:122][cH:123]1)[CH:124]=[CH:125][c:126]1[cH:127][cH:128][cH:129][cH:130][cH:131]1.[O:78]=[C:79]([CH:80]=[CH:81][c:82]1[cH:83][cH:84][cH:85][cH:86][cH:87]1)[CH:88]=[CH:89][c:90]1[cH:91][cH:92][cH:93][cH:94][cH:95]1.[O:96]=[C:97]([CH:98]=[CH:99][c:100]1[cH:101][cH:102][cH:103][cH:104][cH:105]1)[CH:106]=[CH:107][c:108]1[cH:109][cH:110][cH:111][cH:112][cH:113]1.[OH2:132].[Pd:76].[Pd:77].[c:30]1([P:31]([c:32]2[cH:33][cH:34][cH:35][cH:36][cH:37]2)[C:38]2([P:39]([c:40]3[cH:41][cH:42][cH:43][cH:44][cH:45]3)[c:46]3[cH:47][cH:48][cH:49][cH:50][cH:51]3)[CH2:52][CH:53]=[c:54]3[c:55]([cH:56][cH:57][cH:58][cH:59]3)=[C:60]2[c:61]2[c:62]3[c:63]([cH:64][cH:65][cH:66][cH:67]3)[cH:68][cH:69][cH:70]2)[cH:71][cH:72][cH:73][cH:74][cH:75]1>>[CH2:1]([c:2]1[cH:3][cH:4][cH:5][cH:6][cH:7]1)[N:8]1[CH2:9][CH2:10][CH2:11][C:12]12[CH2:13][N:14]([c:18]1[cH:19][n:20][cH:21][cH:22][cH:23]1)[CH2:15][CH2:16]2. Starting materials: [Mg+]Cc1ccccc1, C1CCOC1, CN(C)C1(Cc2cccc(F)c2)CCC(=O)CC1, [Cl-]. Yields the product CN(C)C1(Cc2cccc(F)c2)CCC(O)(Cc2ccccc2)CC1. As a reaction SMILES: [CH2:20]([c:21]1[cH:22][cH:23][cH:24][cH:25][cH:26]1)[Mg+:27].[CH2:28]1[O:29][CH2:30][CH2:31][CH2:32]1.[CH3:1][N:2]([C:3]1([CH2:10][c:11]2[cH:12][c:13]([F:17])[cH:14][cH:15][cH:16]2)[CH2:4][CH2:5][C:6](=[O:9])[CH2:7][CH2:8]1)[CH3:18].[Cl-:19]>>[CH3:1][N:2]([C:3]1([CH2:10][c:11]2[cH:12][c:13]([F:17])[cH:14][cH:15][cH:16]2)[CH2:4][CH2:5][C:6]([OH:9])([CH2:20][c:21]2[cH:22][cH:23][cH:24][cH:25][cH:26]2)[CH2:7][CH2:8]1)[CH3:18].